From a dataset of the Open Reaction Database (ORD), a public repository of structured organic reaction records. describe an organic reaction: reactants, conditions, products, and yield Reactants: [Al](O)(O)O (Al(OH)3), C(C)(=O)O (acetic acid). The product is C(C)(=O)[O-].C(C)(=O)[O-].[OH-].[Al+3] (aluminium monohydroxide diacetate). Yield: 94.4%. RXN SMILES: [Al:1](O)(O)[OH:2].[C:5]([OH:8])(=[O:7])[CH3:6]>>[C:5]([O-:8])(=[O:7])[CH3:6].[C:5]([O-:8])(=[O:7])[CH3:6].[OH-:2].[Al+3:1] |f:2.3.4.5|. Procedure details: 31.2 g (0.4 mol) of Al(OH)3 hydrargillite and 378 g of glacial acetic acid are initially introduced into a 750 ml sulfonation flask provided with a stirrer, a thermometer and a reflux condenser. The mixture is refluxed for 24 hours. After this time, the reaction product is cooled and filtered off and is 4 times suspended with, in each case, 50 ml of isopropanol and filtered off. The product is then dried in a vacuum cabinet at 130° C. 61.2 g (94.5% of theory) of acicular aluminium monohydroxide ... Starting materials: N#Cc1ccc(Br)nc1, Cc1ccccc1, OB(O)C1CC1, C1CCC(P(C2CCCCC2)C2CCCCC2)CC1, [K+], [K+], [K+], CC(=O)[O-], CC(=O)[O-], O, O=P([O-])([O-])[O-], [Pd+2]. Reaction SMILES: [Br:1][c:2]1[n:3][cH:4][c:5]([C:8]#[N:9])[cH:6][cH:7]1.[CH3:43][c:44]1[cH:45][cH:46][cH:47][cH:48][cH:49]1.[CH:10]1([B:13]([OH:14])[OH:15])[CH2:11][CH2:12]1.[CH:24]1([P:25]([CH:26]2[CH2:27][CH2:28][CH2:29][CH2:30][CH2:31]2)[CH:32]2[CH2:33][CH2:34][CH2:35][CH2:36][CH2:37]2)[CH2:38][CH2:39][CH2:40][CH2:41][CH2:42]1.[K+:21].[K+:22].[K+:23].[O-:52][C:53]([CH3:54])=[O:55].[O-:56][C:57]([CH3:58])=[O:59].[OH2:50].[P:16]([O-:17])([O-:18])([O-:19])=[O:20].[Pd+2:51]>>[c:2]1([CH:10]2[CH2:11][CH2:12]2)[n:3][cH:4][c:5]([C:8]#[N:9])[cH:6][cH:7]1. Yields the product N#Cc1ccc(C2CC2)nc1. Starting materials: Cc1c(CC(=O)O)cnn1-c1ccccc1, NCC1CN(Cc2ccc(Cl)c(Cl)c2)CCO1. Yields the product Cc1c(CC(=O)NCC2CN(Cc3ccc(Cl)c(Cl)c3)CCO2)cnn1-c1ccccc1. Reaction SMILES: [CH3:18][c:19]1[c:20]([CH2:30][C:31](=[O:32])[OH:33])[cH:21][n:22][n:23]1-[c:24]1[cH:25][cH:26][cH:27][cH:28][cH:29]1.[Cl:1][c:2]1[cH:3][c:4]([CH2:5][N:6]2[CH2:7][CH:8]([CH2:12][NH2:13])[O:9][CH2:10][CH2:11]2)[cH:14][cH:15][c:16]1[Cl:17]>>[Cl:1][c:2]1[cH:3][c:4]([CH2:5][N:6]2[CH2:7][CH:8]([CH2:12][NH:13][C:31]([CH2:30][c:20]3[c:19]([CH3:18])[n:23](-[c:24]4[cH:25][cH:26][cH:27][cH:28][cH:29]4)[n:22][cH:21]3)=[O:32])[O:9][CH2:10][CH2:11]2)[cH:14][cH:15][c:16]1[Cl:17]. Yields the product FC1=C(C(=CC(=C1)C(C)O)F)C=1SC=C(N1)C(=O)O (2-(2,6-difluoro-4-(1-hydroxyethyl)phenyl)thiazole-4-carboxylic acid). RXN SMILES: [F:1][C:2]1[CH:7]=[C:6](OC)[CH:5]=[C:4]([F:10])[C:3]=1[C:11]1[S:12][CH:13]=[C:14]([C:16]([OH:18])=[O:17])[N:15]=1.FC1C=C(C(O)C)C=C(F)C=1B1O[C:29](C)(C)[C:28](C)(C)[O:27]1>>[F:10][C:4]1[CH:5]=[C:6]([CH:28]([OH:27])[CH3:29])[CH:7]=[C:2]([F:1])[C:3]=1[C:11]1[S:12][CH:13]=[C:14]([C:16]([OH:18])=[O:17])[N:15]=1. Reactants: FC1=C(C(=CC(=C1)OC)F)C=1SC=C(N1)C(=O)O (2-(2,6-difluoro-4-methoxyphenyl)thiazole-4-carboxylic acid), FC=1C=C(C=C(C1B1OC(C(O1)(C)C)(C)C)F)C(C)O (1-(3,5-difluoro-4-(4,4,5,5-tetramethyl-1,3,2-dioxaborolan-2-yl)phenyl)ethanol), FC=1C=C(C=C(C1B1OC(C(O1)(C)C)(C)C)F)C(C)O (1-(3,5-difluoro-4-(4,4,5,5-tetramethyl-1,3,2-dioxaborolan-2-yl)phenyl)ethanol). Reported procedure: Following the procedure of Intermediate 104, replacing 2,6-difluoro-4-methoxyphenylboronic acid with 1-(3,5-difluoro-4-(4,4,5,5-tetramethyl-1,3,2-dioxaborolan-2-yl)phenyl)ethanol (Intermediate 106) gave the title compound.